This data is from the Open Reaction Database (ORD), a public repository of structured organic reaction records. The task is: describe an organic reaction: reactants, conditions, products, and yield The reactants are Intermediate 38, C(CCC)OC1=NC(=C2N=C(N(C2=N1)CCCCCCCl)OC)N (2-(butyloxy)-9-(6-chlorohexyl)-8-(methyloxy)-9H-purin-6-amine), N1CCCCCC1 (hexahydro-1H-azepine). Product: C(CCC)OC1=NC(=C2N=C(N(C2=N1)CCCCCCN1CCCCCC1)OC)N (2-(Butyloxy)-9-[6-(hexahydro-1H-azepin-1-yl)hexyl]-8-(methyloxy)-9H-purin-6-amine). RXN SMILES: [CH2:1]([O:5][C:6]1[N:14]=[C:13]2[C:9]([N:10]=[C:11]([O:22][CH3:23])[N:12]2[CH2:15][CH2:16][CH2:17][CH2:18][CH2:19][CH2:20]Cl)=[C:8]([NH2:24])[N:7]=1)[CH2:2][CH2:3][CH3:4].[NH:25]1[CH2:31][CH2:30][CH2:29][CH2:28][CH2:27][CH2:26]1>>[CH2:1]([O:5][C:6]1[N:14]=[C:13]2[C:9]([N:10]=[C:11]([O:22][CH3:23])[N:12]2[CH2:15][CH2:16][CH2:17][CH2:18][CH2:19][CH2:20][N:25]2[CH2:31][CH2:30][CH2:29][CH2:28][CH2:27][CH2:26]2)=[C:8]([NH2:24])[N:7]=1)[CH2:2][CH2:3][CH3:4]. Procedure: Prepared similarly to Intermediate 38 from 2-(butyloxy)-9-(6-chlorohexyl)-8-(methyloxy)-9H-purin-6-amine and hexahydro-1H-azepine. Reactants: ONC(=O)[C@@H](CCCC1=CC=CC=C1)[C@H](C(=O)NN1C(NC2(C1=O)CCN(CC2)S(=O)(=O)C)=O)CC(C)C (2(R)-[1(S)-(Hydroxycarbamoyl)-4-phenylbutyl]-N-[8-(methanesulphonyl)-2,4-dioxo-1,3,8-triazaspiro[4.5]decan-3-yl]-4-methylvaleramide), O1C(CCCC1)ONC(=O)[C@@H](CCCC1=CC=CC=C1)C(C(=O)NN1C(N[C@H](C1=O)COC)=O)CC(C)C ([1(S)-[(tetrahydro-2(RS)-pyranyloxy)carbamoyl]-4-phenylbutyl]-N-[4(S)-(methoxymethyl)-2,5-dioxo-1-imidazolidinyl]-4-methylvaleramide). The product is ONC(=O)[C@@H](CCCC1=CC=CC=C1)[C@H](C(=O)NN1C(N[C@H](C1=O)COC)=O)CC(C)C (2(R)-[1(S)-(hydroxycarbamoyl)-4-phenylbutyl]-N-[4(S)-(methoxymethyl)-2,5-dioxo-1-imidazolidinyl]-4-methylvaleramide). As a reaction SMILES: ONC([C@H]([C@@H](CC(C)C)C(NN1C(=O)C2(CCN(S(C)(=O)=O)CC2)NC1=O)=O)CCCC1C=CC=CC=1)=O.O1CCCCC1[O:45][NH:46][C:47]([C@H:49]([CH:59]([CH2:73][CH:74]([CH3:76])[CH3:75])[C:60]([NH:62][N:63]1[C:67](=[O:68])[C@H:66]([CH2:69][O:70][CH3:71])[NH:65][C:64]1=[O:72])=[O:61])[CH2:50][CH2:51][CH2:52][C:53]1[CH:58]=[CH:57][CH:56]=[CH:55][CH:54]=1)=[O:48]>>[OH:45][NH:46][C:47]([C@H:49]([C@@H:59]([CH2:73][CH:74]([CH3:76])[CH3:75])[C:60]([NH:62][N:63]1[C:67](=[O:68])[C@H:66]([CH2:69][O:70][CH3:71])[NH:65][C:64]1=[O:72])=[O:61])[CH2:50][CH2:51][CH2:52][C:53]1[CH:54]=[CH:55][CH:56]=[CH:57][CH:58]=1)=[O:48]. Procedure: In a manner analogous to that described in Example 3 from 0.561 g of 2(R)-[[1(S)-[(tetrahydro-2(RS)-pyranyloxy)carbamoyl]-4-phenylbutyl]-N-[4(S)-(methoxymethyl)-2,5-dioxo-1-imidazolidinyl]-4-methylvaleramide there was obtained 0.11 g of 2(R)-[1(S)-(hydroxycarbamoyl)-4-phenylbutyl]-N-[4(S)-(methoxymethyl)-2,5-dioxo-1-imidazolidinyl]-4-methylvaleramide in the form of an off-white solid. Starting materials: C(C)(=O)C1=C(N=C(S1)N)C (5-acety1-2-amino-4-methylthiazole), BrC=1C=C(SC1Cl)S(=O)(=O)Cl (4-bromo-5-chlorothiophene-2-sulfonyl chloride). Yields the product C(C)(=O)C1=C(N=C(S1)NS(=O)(=O)C=1SC(=C(C1)Br)Cl)C (N-(5-Acetyl-4-methyl-1,3-thiazol-2-yl)-4-bromo-5-chloro-2-thiophenesulfonamide), solid. Reaction SMILES: [C:1]([C:4]1[S:8][C:7]([NH2:9])=[N:6][C:5]=1[CH3:10])(=[O:3])[CH3:2].[Br:11][C:12]1[CH:13]=[C:14]([S:18](Cl)(=[O:20])=[O:19])[S:15][C:16]=1[Cl:17]>>[C:1]([C:4]1[S:8][C:7]([NH:9][S:18]([C:14]2[S:15][C:16]([Cl:17])=[C:12]([Br:11])[CH:13]=2)(=[O:20])=[O:19])=[N:6][C:5]=1[CH3:10])(=[O:3])[CH3:2]. Procedure: The title compound was prepared from 5-acety1-2-amino-4-methylthiazole (42 mg) and 4-bromo-5-chlorothiophene-2-sulfonyl chloride (80 mg) as described in the synthetic METHOD B to give a white solid (11.7 mg) with purity >90%: MS (pos) m/z 415.3, 417.3. Reactants: N(CCO)CCO (diethanolamine), [O-2].[Mg+2] (magnesium oxide), ClC1=C(C=C(S1)S(=O)(=O)Cl)[N+](=O)[O-] (5-chloro-4-nitrothiophene-2-sulfonyl chloride). Run in O (water), C1CCOC1 (THF), C1CCOC1 (THF). Run at time 30 minute. The product is OCCN(S(=O)(=O)C=1SC(=C(C1)[N+](=O)[O-])Cl)CCO (5-chloro-4-nitro-thiophene-2-sulfonic acid bis-(2-hydroxy-ethyl)-amide). Yield: 13.2%. RXN SMILES: [NH:1]([CH2:5][CH2:6][OH:7])[CH2:2][CH2:3][OH:4].[O-2].[Mg+2].[Cl:10][C:11]1[S:15][C:14]([S:16](Cl)(=[O:18])=[O:17])=[CH:13][C:12]=1[N+:20]([O-:22])=[O:21]>O.C1COCC1>[OH:4][CH2:3][CH2:2][N:1]([CH2:5][CH2:6][OH:7])[S:16]([C:14]1[S:15][C:11]([Cl:10])=[C:12]([N+:20]([O-:22])=[O:21])[CH:13]=1)(=[O:18])=[O:17] |f:1.2|. Procedure: To a stirred solution of diethanolamine (1.16 g, 11 mmol) in water (4 ml) was added at room temperature magnesium oxide (2.22 g, 55 mmol) and THF (16 ml). The suspension was stirred at room temperature for 30 min and a solution of 5-chloro-4-nitrothiophene-2-sulfonyl chloride (3.46 g, 13.2 mmol) in THF (4 ml) was added. The light yellow suspension was stirred at room temperature for 1 h and, after filtration on Dicalit, evaporated. Water (60 ml) was added and the mixture was extracted with ethyl... Starting materials: ClC1=NC2=C(N1)C=C(C=C2)C(F)(F)F (2-chloro-6-trifluoromethyl-1H-benzoimidazole), ClC=1C=C(C=NC1N1C[C@H](NCC1)C)C(C)(C)O (2-[5-Chloro-6-[(3R)-3-methyl-piperazin-1-yl]-pyridin-3-yl]-propan-2-ol). Run in C(C)O (ethanol). The product is ClC=1C=C(C=NC1N1C[C@H](N(CC1)C1=NC2=C(N1)C=CC(=C2)C(F)(F)F)C)C(C)(C)O (2-{5-Chloro-6-[(3R)-3-methyl-4-(5-trifluoromethyl-1H-benzoimidazol-2-yl)-piperazin-1-yl]-pyridin-3-yl}-propan-2-ol). Reaction SMILES: Cl[C:2]1[NH:6][C:5]2[CH:7]=[C:8]([C:11]([F:14])([F:13])[F:12])[CH:9]=[CH:10][C:4]=2[N:3]=1.[Cl:15][C:16]1[CH:17]=[C:18]([C:29]([OH:32])([CH3:31])[CH3:30])[CH:19]=[N:20][C:21]=1[N:22]1[CH2:27][CH2:26][NH:25][C@H:24]([CH3:28])[CH2:23]1>C(O)C>[Cl:15][C:16]1[CH:17]=[C:18]([C:29]([OH:32])([CH3:31])[CH3:30])[CH:19]=[N:20][C:21]=1[N:22]1[CH2:27][CH2:26][N:25]([C:2]2[NH:3][C:4]3[CH:10]=[CH:9][C:8]([C:11]([F:14])([F:13])[F:12])=[CH:7][C:5]=3[N:6]=2)[C@H:24]([CH3:28])[CH2:23]1. Reported procedure: A mixture of 2-chloro-6-trifluoromethyl-1H-benzoimidazole (58 mg, 0.26 mmol, Example 1c) and 2-[5-chloro-6-[(3R)-3-methyl-piperazin-1-yl]-pyridin-3-yl]-propan-2-ol from step (c) above (90 mg, 0.33 mmol) in ethanol (1 mL) reacted under the conditions of Example 3c to give the title compound. MS (ESI, pos. ion) m/z: 454 (M+1). Reactants: C1CCOC1, CI, Clc1nc(N2C3CCC2COC3)c2nc[nH]c2n1, [K+], [K+], O=C([O-])[O-]. RXN SMILES: [CH2:27]1[O:28][CH2:29][CH2:30][CH2:31]1.[CH3:19][I:20].[Cl:1][c:2]1[n:3][c:4]([N:11]2[CH:12]3[CH2:13][O:14][CH2:15][CH:16]2[CH2:17][CH2:18]3)[c:5]2[n:6][cH:7][nH:8][c:9]2[n:10]1.[K+:21].[K+:22].[O-:23][C:24]([O-:25])=[O:26]>>[Cl:1][c:2]1[n:3][c:4]([N:11]2[CH:12]3[CH2:13][O:14][CH2:15][CH:16]2[CH2:17][CH2:18]3)[c:5]2[n:6][cH:7][n:8]([CH3:24])[c:9]2[n:10]1. Yields the product Cn1cnc2c(N3C4CCC3COC4)nc(Cl)nc21.